This data is from the Open Reaction Database (ORD), a public repository of structured organic reaction records. The task is: describe an organic reaction: reactants, conditions, products, and yield RXN SMILES: [Br:2][c:3]1[cH:4][cH:5][c:6]([CH2:9][CH3:10])[cH:7][cH:8]1.[C:12]([CH3:13])([CH3:14])([CH3:15])[O:16][C:17](=[O:18])[NH:19][CH:20]([CH3:21])[C:22](=[O:23])[N:24]([O:25][CH3:26])[CH3:27].[CH2:28]1[O:29][CH2:30][CH2:31][CH2:32]1.[I:11].[Mg:1]>>[c:3]1([C:22]([CH:20]([NH:19][C:17]([O:16][C:12]([CH3:13])([CH3:14])[CH3:15])=[O:18])[CH3:21])=[O:23])[cH:4][cH:5][c:6]([CH2:9][CH3:10])[cH:7][cH:8]1. Starting materials: CCc1ccc(Br)cc1, CON(C)C(=O)C(C)NC(=O)OC(C)(C)C, C1CCOC1, I, [Mg]. Yields the product CCc1ccc(C(=O)C(C)NC(=O)OC(C)(C)C)cc1. The reactants are ClC1=CC=CC(=C1C(=O)O)OC1=NC(=CC(=N1)OC)OC (6-chloro-2-[(4,6-dimethoxypyrimidin-2-yl)oxy]benzoic acid), C1=CN=CC=C1SC2=CC=NC=C2 (4,4'-dipyridylsulfide), C1(=CC=CC=C1)P(C1=CC=CC=C1)C1=CC=CC=C1 (triphenylphosphine). Solvent: C1(=CC=CC=C1)C (toluene). Run at time 2 hour. Yields the product N1=CC=C(C=C1)SOC(C1=C(C=CC=C1Cl)OC1=NC(=CC(=N1)OC)OC)=O (6-Chloro-2-[(4,6-dimethoxypyrimidin-2-yl)oxy]benzoic acid 4-pyridylthio ester). Isolated yield 90.0%. Reaction SMILES: [Cl:1][C:2]1[C:7]([C:8]([OH:10])=[O:9])=[C:6]([O:11][C:12]2[N:17]=[C:16]([O:18][CH3:19])[CH:15]=[C:14]([O:20][CH3:21])[N:13]=2)[CH:5]=[CH:4][CH:3]=1.[CH:22]1[C:27]([S:28]C2C=CN=CC=2)=[CH:26][CH:25]=[N:24][CH:23]=1.C1(P(C2C=CC=CC=2)C2C=CC=CC=2)C=CC=CC=1>C1(C)C=CC=CC=1>[N:24]1[CH:25]=[CH:26][C:27]([S:28][O:9][C:8](=[O:10])[C:7]2[C:2]([Cl:1])=[CH:3][CH:4]=[CH:5][C:6]=2[O:11][C:12]2[N:13]=[C:14]([O:20][CH3:21])[CH:15]=[C:16]([O:18][CH3:19])[N:17]=2)=[CH:22][CH:23]=1. Reported procedure: 31.0 g of 6-chloro-2-[(4,6-dimethoxypyrimidin-2-yl)oxy]benzoic acid, 22.0 g of 4,4'-dipyridylsulfide and 26.2 g of triphenylphosphine were suspended in 250 ml of toluene, and were violently stirred at room temperature for 2 hours. The reaction mixture was filtered, and the toluene was distilled off under reduced pressure. The residue thus obtained was purified by silica gel column chromatography to obtain 36.0 g of the above identified compound as a white crystal (yield 90%).